This data is from the Open Reaction Database (ORD), a public repository of structured organic reaction records. The task is: describe an organic reaction: reactants, conditions, products, and yield The reactants are N1CCCCC1 (piperidine), [C]=O (Carbon monoxide), stainless steel, C(=O)OC1=CC=NC=C1 (4-pyridyl formate), formic acid ester. The reagents and catalysts are C([O-])(O)=O.[Ni+2].C([O-])(O)=O (nickel bicarbonate), I(=O)(=O)[O-].[Mg+2].I(=O)(=O)[O-] (magnesium iodate). Run at time 2 hour. Product: N1=CC=C(C=C1)C(=O)O (pyridine-4-carboxylic acid). RXN SMILES: [CH:1]([O:3]C1C=CN=CC=1)=[O:2].[C]=O.[NH:12]1[CH2:17][CH2:16][CH2:15][CH2:14][CH2:13]1>C(=O)(O)[O-].[Ni+2].C(=O)(O)[O-].I([O-])(=O)=O.[Mg+2].I([O-])(=O)=O>[N:12]1[CH:17]=[CH:16][C:15]([C:1]([OH:3])=[O:2])=[CH:14][CH:13]=1 |f:3.4.5,6.7.8,^3:9|. Procedure: A 100-ml. inner capacity stainless steel autoclave of a shaker type is charged with 22.0 grams (0.179 mol) of 4-pyridyl formate. Further piperidine of 1.0 mol as solvent and nickel bicarbonate of 0.045 mol and magnesium iodate of 0.050 mol as catalyst, are added thereto per mol of starting formic acid ester. Carbon monoxide is introduced into the autoclave under pressure. The reaction is conducted for 2.0 hours at 260° C. and 500 kg./cm.2 gauge. After termination of the reaction, the autoclave i...